From a dataset of the Open Reaction Database (ORD), a public repository of structured organic reaction records. describe an organic reaction: reactants, conditions, products, and yield The reactants are ClC=1C(=CC(=C(C1)S(=O)(=O)NC1=NC=NC=C1)F)F (5-chloro-2,4-difluoro-N-pyrimidin-4-ylbenzenesulfonamide), C(C)OCCl (chloromethyl ethyl ether). Product: ClC=1C(=CC(=C(C1)S(=O)(=O)/N=C\1/N=CN(C=C1)COCC)F)F (5-chloro-N-[(4E)-1-(ethoxymethyl)pyrimidin-4(1H)-ylidene]-2,4-difluorobenzenesulfonamide). As a reaction SMILES: [Cl:1][C:2]1[C:3]([F:19])=[CH:4][C:5]([F:18])=[C:6]([S:8]([NH:11][C:12]2[CH:17]=[CH:16][N:15]=[CH:14][N:13]=2)(=[O:10])=[O:9])[CH:7]=1.[CH2:20]([O:22][CH2:23]Cl)[CH3:21]>>[Cl:1][C:2]1[C:3]([F:19])=[CH:4][C:5]([F:18])=[C:6]([S:8](/[N:11]=[C:12]2/[N:13]=[CH:14][N:15]([CH2:23][O:22][CH2:20][CH3:21])[CH:16]=[CH:17]/2)(=[O:9])=[O:10])[CH:7]=1. Procedure: Prepared according to the process of Preparation 716 using 5-chloro-2,4-difluoro-N-pyrimidin-4-ylbenzenesulfonamide, Preparation 723 and chloromethyl ethyl ether. The product was a mixture of three regioisomers that were not separated and used in subsequent reactions as a mixture. Starting materials: CN(C)C=O (DMF), N#[C-].O1N=NC=C1 (oxadiazole isocyanide), CC(C)([O-])C.[K+] (Potassium tert-butoxide), CC(C)([O-])C.[K+] (potassium tert-butoxide), P(=O)(OCC)(OCC)Cl (diethyl chlorophosphate), FC=1C=C2NC(C(NC2=CC1)=O)(C)C (6-Fluoro-1,2,3,4-tetrahydro-3,3-dimethylquinoxalin-2-one). Solvent: C1CCOC1 (THF), C1CCOC1 (THF). The product is C1(CC1)C1=NC(=NO1)C=1N=CN2C1CNC1=CC=CC=C21 (3-(5-Cyclopropyl-1,2,4-oxadiazol-3-yl)-4,5-dihydroimidazo[1,5-a]quinoxaline). Reaction SMILES: F[C:2]1[CH:3]=[C:4]2[C:9](=[CH:10][CH:11]=1)[NH:8][C:7](=O)[C:6]([CH3:14])(C)[NH:5]2.[CH3:15][C:16]([CH3:19])([O-])C.[K+].P(Cl)(OCC)(OCC)=O.[N:30]#[C-:31].[O:32]1[CH:36]=CN=[N:33]1.C[N:38]([CH:40]=O)C>C1COCC1>[CH:19]1([C:36]2[O:32][N:33]=[C:31]([C:14]3[N:38]=[CH:40][N:5]4[C:4]5[C:9](=[CH:10][CH:11]=[CH:2][CH:3]=5)[NH:8][CH2:7][C:6]=34)[N:30]=2)[CH2:16][CH2:15]1 |f:1.2,4.5|. Reported procedure: A solution of the 1,2,3,4-tetrahydroquinoxalin-2-one (IV, 5.51 g) and THF (55 ml) is cooled to 40°, and potassium tert-butoxide (1.0 M in THF, 34.8 ml) is added dropwise over 5 min. The mixture is allowed to warm to -20° over 1 hr. DMF (10 ml) and THF (40 ml) are added to the resultant solid, allowing the mixture to stir. The mixture is cooled to -50°, and diethyl chlorophosphate (5.02 ml) is added dropwise over 5 min. The mixture is allowed to warm to -20° over 1 hr. The mixture is cooled to -7... As a reaction SMILES: [CH3:21][C:22](=[O:23])[OH:24].[F:1][c:2]1[c:3]([CH2:4][S:5][c:6]2[c:7](=[O:14])[o:8][c:9]([CH3:13])[cH:10][c:11]2[OH:12])[cH:15][cH:16][cH:17][cH:18]1.[OH:19][OH:20]>>[F:1][c:2]1[c:3]([CH2:4][S:5]([c:6]2[c:7](=[O:14])[o:8][c:9]([CH3:13])[cH:10][c:11]2[OH:12])=[O:19])[cH:15][cH:16][cH:17][cH:18]1. The product is Cc1cc(O)c(S(=O)Cc2ccccc2F)c(=O)o1. Starting materials: CC(=O)O, Cc1cc(O)c(SCc2ccccc2F)c(=O)o1, OO. The reactants are C(C1=CC=CC=C1)OC=1C=C(C=CC1)C(\C=C\C)O ((E)-1-(3-(Benzyloxy)phenyl)but-2-en-1-ol), CC1(CCCC(N1[O])(C)C)C (TEMPO), C(C)(=O)O.C(C)(=O)O.IC1=CC=CC=C1 (iodobenzene diacetate). Product: C(C1=CC=CC=C1)OC=1C=C(C=CC1)C(\C=C\C)=O ((E)-1-(3-(Benzyloxy)phenyl)but-2-en-1-one). RXN SMILES: [CH2:1]([O:8][C:9]1[CH:10]=[C:11]([CH:15]([OH:19])/[CH:16]=[CH:17]/[CH3:18])[CH:12]=[CH:13][CH:14]=1)[C:2]1[CH:7]=[CH:6][CH:5]=[CH:4][CH:3]=1.CC1(C)N([O])C(C)(C)CCC1.C(O)(=O)C.C(O)(=O)C.IC1C=CC=CC=1>>[CH2:1]([O:8][C:9]1[CH:10]=[C:11]([C:15](=[O:19])/[CH:16]=[CH:17]/[CH3:18])[CH:12]=[CH:13][CH:14]=1)[C:2]1[CH:3]=[CH:4][CH:5]=[CH:6][CH:7]=1 |f:2.3.4,^1:23|. Procedure details: 93.C was prepared from 93.B via oxidation with TEMPO and iodobenzene diacetate according to the analogous method described in Example 90. Starting materials: solution, C[Al](C)C (trimethylaluminum), COC1=NC(=NC(=C1)OC)NC(OC)=O (methyl N-(4,6-dimethoxypyrimidin-2-yl)carbamate), C1S(CC2=C1C=CC=C2S(=O)(=O)N)(=O)=O (1,3-dihydrobenzo[c]thiophene-4-sulfonamide 2,2-dioxide), Cl (hydrochloric acid). Run in C1(=CC=CC=C1)C (toluene), C(Cl)Cl (methylene chloride). Yields the product COC1=NC(=NC(=C1)OC)NC(=O)NS(=O)(=O)C1=CC=CC=2CSCC21 (1,3-dihydro-N-[(4,6-dimethoxypyrimidin-2-yl)aminocarbonyl]benzo[c]thiophene-4-sulfonamide). The yield is 26.1%. As a reaction SMILES: [CH2:1]1[C:5]2[CH:6]=[CH:7][CH:8]=[C:9]([S:10]([NH2:13])(=[O:12])=[O:11])[C:4]=2[CH2:3][S:2]1(=O)=O.C[Al](C)C.[CH3:20][O:21][C:22]1[CH:27]=[C:26]([O:28][CH3:29])[N:25]=[C:24]([NH:30][C:31](=O)[O:32]C)[N:23]=1.Cl>C(Cl)Cl.C1(C)C=CC=CC=1>[CH3:29][O:28][C:26]1[CH:27]=[C:22]([O:21][CH3:20])[N:23]=[C:24]([NH:30][C:31]([NH:13][S:10]([C:9]2[C:4]3[CH2:3][S:2][CH2:1][C:5]=3[CH:6]=[CH:7][CH:8]=2)(=[O:12])=[O:11])=[O:32])[N:25]=1. Reported procedure: A suspension of 0.74 g of the sulfonamide prepared in Example 13 in 50 ml of methylene chloride was cooled to 10° to 15° under nitrogen, and 1.7 ml of a 2 M solution of trimethylaluminum in toluene was added slowly. The suspension was allowed to warm to room temperature, 0.67 g of methyl N-(4,6-dimethoxypyrimidin-2-yl)carbamate was added, and the reaction mixture was heated at reflux overnight. The turbid solution was cooled to 0°-5° and 50 ml of 5% hydrochloric acid was added dropwise. The two-... The reactants are CON(C)C(=O)c1cn(-c2cccc(-c3ccccc3Cl)c2)cn1, Cc1cncs1. The product is Cc1cnc(C(=O)c2cn(-c3cccc(-c4ccccc4Cl)c3)cn2)s1. As a reaction SMILES: [CH3:1][O:2][N:3]([C:4](=[O:5])[c:6]1[n:7][cH:8][n:9](-[c:11]2[cH:12][c:13](-[c:17]3[c:18]([Cl:23])[cH:19][cH:20][cH:21][cH:22]3)[cH:14][cH:15][cH:16]2)[cH:10]1)[CH3:24].[CH3:25][c:26]1[cH:27][n:28][cH:29][s:30]1>>[C:4](=[O:5])([c:6]1[n:7][cH:8][n:9](-[c:11]2[cH:12][c:13](-[c:17]3[c:18]([Cl:23])[cH:19][cH:20][cH:21][cH:22]3)[cH:14][cH:15][cH:16]2)[cH:10]1)[c:29]1[n:28][cH:27][c:26]([CH3:25])[s:30]1.